Dataset: the Open Reaction Database (ORD), a public repository of structured organic reaction records. Task: describe an organic reaction: reactants, conditions, products, and yield Reported procedure: A solution of 2.0 g of 3-ethyl-2-oximino-4-thiazolidinone in 100 ml chloroform and 50 ml of acetonitrile, 1.04 g allylisocyanate and 2 drops of triethylamine was taken in a pressure bottle and left standing overnight at ambient temperature. Concentration yielded 2.6 g of product, m.p. 103°-104°. As a reaction SMILES: [CH2:1]([N:3]1[C:7](=[O:8])[CH2:6][S:5][C:4]1=[N:9][OH:10])[CH3:2].[CH2:11]([N:14]=[C:15]=[O:16])[CH:12]=[CH2:13]>C(Cl)(Cl)Cl.C(#N)C.C(N(CC)CC)C>[CH2:1]([N:3]1[C:7](=[O:8])[CH2:6][S:5][C:4]1=[N:9][O:10][C:15](=[O:16])[NH:14][CH2:11][CH:12]=[CH2:13])[CH3:2]. Run at time 8 hour. Reagents/catalysts: C(C)N(CC)CC (triethylamine). Yields the product C(C)N1C(SCC1=O)=NOC(NCC=C)=O (3-ETHYL-2-[O-(ALLYLCARBAMOYL) OXIMINO]-4-THIAZOLIDINONE). The solvent is C(C)#N (acetonitrile), C(Cl)(Cl)Cl (chloroform). Isolated yield 85.6%. Reactants: C(C)N1C(SCC1=O)=NO (3-ethyl-2-oximino-4-thiazolidinone), C(C=C)N=C=O (allylisocyanate). Starting materials: N1=CC=CC=C1 (Pyridine), BrC1=C(N)C=C(C=C1)Br (2,5-Dibromoaniline), FC1=C(C(=O)Cl)C=CC(=C1)S(=O)(=O)C (2-fluoro-4-(methylsulfonyl)benzoyl chloride). The solvent is O (water), C(Cl)Cl (DCM). Run at time 30 minute. The product is BrC1=C(C=C(C=C1)Br)NC(C1=C(C=C(C=C1)S(=O)(=O)C)F)=O (N-(2,5-Dibromophenyl)-2-fluoro-4-(methylsulfonyl)benzamide). The yield is 98.8%. Reaction SMILES: [Br:1][C:2]1[CH:8]=[CH:7][C:6]([Br:9])=[CH:5][C:3]=1[NH2:4].N1C=CC=CC=1.[F:16][C:17]1[CH:25]=[C:24]([S:26]([CH3:29])(=[O:28])=[O:27])[CH:23]=[CH:22][C:18]=1[C:19](Cl)=[O:20]>C(Cl)Cl.O>[Br:1][C:2]1[CH:8]=[CH:7][C:6]([Br:9])=[CH:5][C:3]=1[NH:4][C:19](=[O:20])[C:18]1[CH:22]=[CH:23][C:24]([S:26]([CH3:29])(=[O:28])=[O:27])=[CH:25][C:17]=1[F:16]. Reported procedure: 2-Fluoro-4-(methylsulfonyl)benzoic acid (1 g, 4.6 mmol) dissolved in DCM (15 ml), cooled to 0° C. and added oxalyl chloride (0.6 ml, 6.9 mmol). Catalytic amount of DMF was added to this mixture and stirred at rt for 30 mins. After 30 mins, DCM removed on rotavapour and co-distilled the residue two times with DCM to obtain 2-fluoro-4-(methylsulfonyl)benzoyl chloride quantitatively. 2,5-Dibromoaniline (0.9 g, 3.59 mmol) dissolved in DCM (10 ml) and added Pyridine (0.34 g, 4.30 mmol) under nitrogen...